describe an organic reaction: reactants, conditions, products, and yield From a dataset of the Open Reaction Database (ORD), a public repository of structured organic reaction records. Starting materials: CN1CCN(c2ccc3nc(-c4n[nH]c5cccc(N)c45)[nH]c3c2)CC1, CS(=O)(=O)Cl, CCN(C(C)C)C(C)C, ClCCl. Product: CN1CCN(c2ccc3nc(-c4n[nH]c5cccc(NS(C)(=O)=O)c45)[nH]c3c2)CC1. Reaction SMILES: [CH3:1][N:2]1[CH2:3][CH2:4][N:5]([c:8]2[cH:9][cH:10][c:11]3[c:12]([nH:13][c:14](-[c:16]4[n:17][nH:18][c:19]5[cH:20][cH:21][cH:22][c:23]([NH2:25])[c:24]45)[n:15]3)[cH:26]2)[CH2:6][CH2:7]1.[CH3:27][S:28]([Cl:29])(=[O:30])=[O:31].[CH:32]([N:33]([CH:34]([CH3:35])[CH3:36])[CH2:37][CH3:38])([CH3:39])[CH3:40].[Cl:41][CH2:42][Cl:43]>>[CH3:1][N:2]1[CH2:3][CH2:4][N:5]([c:8]2[cH:9][cH:10][c:11]3[c:12]([nH:13][c:14](-[c:16]4[n:17][nH:18][c:19]5[cH:20][cH:21][cH:22][c:23]([NH:25][S:28]([CH3:27])(=[O:30])=[O:31])[c:24]45)[n:15]3)[cH:26]2)[CH2:6][CH2:7]1. As a reaction SMILES: [C:1]([O:2][C:5]1([C:6]([CH2:7][O:8][C:9]([CH3:10])=[O:11])=[O:12])[CH2:13][CH2:14][CH:15]2[CH:16]3[CH2:17][CH2:18][C:19]4=[CH:20][C:21](=[O:32])[CH:22]=[CH:23][C:24]4([CH3:25])[CH:26]3[CH:27]([OH:31])[CH2:28][C:29]12[CH3:30])(=[O:3])[CH3:4].[CH3:34][C:35](=[O:36])[O-:37].[CH3:39][N:40]([CH3:41])[CH:42]=[O:43].[K+:33].[OH2:38]>>[C:5]1([C:6]([CH2:7][O:8][C:9]([CH3:10])=[O:11])=[O:12])=[CH:13][CH2:14][CH:15]2[CH:16]3[CH2:17][CH2:18][C:19]4=[CH:20][C:21](=[O:32])[CH:22]=[CH:23][C:24]4([CH3:25])[CH:26]3[CH:27]([OH:31])[CH2:28][C:29]12[CH3:30]. Reactants: CC(=O)OCC(=O)C1(OC(C)=O)CCC2C3CCC4=CC(=O)C=CC4(C)C3C(O)CC21C, CC(=O)[O-], CN(C)C=O, [K+], O. Yields the product CC(=O)OCC(=O)C1=CCC2C3CCC4=CC(=O)C=CC4(C)C3C(O)CC12C. Starting materials: COc1c(CO)cccc1Sc1ccccc1Cl, O=S(Cl)Cl, c1ccncc1, c1ccccc1. The product is COc1c(CCl)cccc1Sc1ccccc1Cl. As a reaction SMILES: [CH3:1][O:2][c:3]1[c:4]([CH2:5][OH:6])[cH:7][cH:8][cH:9][c:10]1[S:11][c:12]1[c:13]([Cl:18])[cH:14][cH:15][cH:16][cH:17]1.[S:19]([Cl:20])([Cl:21])=[O:22].[cH:23]1[cH:24][cH:25][n:26][cH:27][cH:28]1.[cH:29]1[cH:30][cH:31][cH:32][cH:33][cH:34]1>>[CH3:1][O:2][c:3]1[c:4]([CH2:5][Cl:21])[cH:7][cH:8][cH:9][c:10]1[S:11][c:12]1[c:13]([Cl:18])[cH:14][cH:15][cH:16][cH:17]1. The solvent is O1CCOCC1 (1,4-dioxane), Cl (HCl). Run at time 4 hour. The product is ClC=1C(=C(C=CC1)[C@H]1[C@@H](N[C@H]([C@]1(C#N)C1=C(C=C(C=C1)Cl)F)CC(C)(C)C)C(=O)N1CCN(CC1)CC(=O)NCC[C@@H](CO)O)F (rac 2-{4-[(2R,3S,4R,5S)-3-(3-Chloro-2-fluoro-phenyl)-4-(4-chloro 2-fluoro-phenyl)-4-cyano-5-(2,2-dimethyl-propyl)-pyrrolidine-2-carbonyl]-piperazin-1-yl}-N—((S)-3,4-dihydroxy-butyl)-acetamide). Reaction SMILES: [Cl:1][C:2]1[C:3]([F:49])=[C:4]([C@@H:8]2[C@:12]([C:15]3[CH:20]=[CH:19][C:18]([Cl:21])=[CH:17][C:16]=3[F:22])([C:13]#[N:14])[C@H:11]([CH2:23][C:24]([CH3:27])([CH3:26])[CH3:25])[NH:10][C@H:9]2[C:28]([N:30]2[CH2:35][CH2:34][N:33]([CH2:36][C:37]([NH:39][CH2:40][CH2:41][C@H:42]3[CH2:46][O:45]C(C)(C)[O:43]3)=[O:38])[CH2:32][CH2:31]2)=[O:29])[CH:5]=[CH:6][CH:7]=1>O1CCOCC1.Cl>[Cl:1][C:2]1[C:3]([F:49])=[C:4]([C@@H:8]2[C@:12]([C:15]3[CH:20]=[CH:19][C:18]([Cl:21])=[CH:17][C:16]=3[F:22])([C:13]#[N:14])[C@H:11]([CH2:23][C:24]([CH3:25])([CH3:26])[CH3:27])[NH:10][C@H:9]2[C:28]([N:30]2[CH2:35][CH2:34][N:33]([CH2:36][C:37]([NH:39][CH2:40][CH2:41][C@H:42]([OH:43])[CH2:46][OH:45])=[O:38])[CH2:32][CH2:31]2)=[O:29])[CH:5]=[CH:6][CH:7]=1. Reactants: ClC=1C(=C(C=CC1)[C@H]1[C@@H](N[C@H]([C@]1(C#N)C1=C(C=C(C=C1)Cl)F)CC(C)(C)C)C(=O)N1CCN(CC1)CC(=O)NCC[C@@H]1OC(OC1)(C)C)F (rac 2-{4-[(2R,3S,4R,5S)-3-(3-Chloro-2-fluoro-phenyl)-4-(4-chloro-2-fluoro-phenyl)-4-cyano-5-(2,2-dimethyl-propyl)-pyrrolidine-2-carbonyl]-piperazin-1-yl}-N-[2-((S)-2,2-dimethyl-[1,3]dioxolan-4-yl)-ethyl]-acetamide). Reported procedure: To a stirred solution of rac 2-{4-[(2R,3S,4R,5S)-3-(3-Chloro-2-fluoro-phenyl)-4-(4-chloro-2-fluoro-phenyl)-4-cyano-5-(2,2-dimethyl-propyl)-pyrrolidine-2-carbonyl]-piperazin-1-yl}-N-[2-((S)-2,2-dimethyl-[1,3]dioxolan-4-yl)-ethyl]-acetamide (32 mg, 0.0445 mmol) in 1,4-dioxane (5 mL), 4 M HCl (2 mL) was added and the mixture was stirred at rt for 4 hrs. The mixture was concentrated and the residue was dissolved in a mixture of 1,4-dioxane and freeze dried to give a white solid. 31 mg. Yields the product COc1cc2ncc(C(N)=O)c(Nc3cccc4c3CCC4=O)c2cc1OC. Starting materials: CC(=O)O, COc1cc2ncc(C(N)=O)c(Cl)c2cc1OC, Nc1cccc2c1CCC2=O, [Na+], O=C([O-])O, CN(C)C=O, O. As a reaction SMILES: [CH3:30][C:31](=[O:32])[OH:33].[Cl:1][c:2]1[c:3]([C:16](=[O:17])[NH2:18])[cH:4][n:5][c:6]2[cH:7][c:8]([O:14][CH3:15])[c:9]([O:12][CH3:13])[cH:10][c:11]12.[NH2:19][c:20]1[c:21]2[c:25]([cH:26][cH:27][cH:28]1)[C:24](=[O:29])[CH2:23][CH2:22]2.[Na+:38].[O-:34][C:35]([OH:36])=[O:37].[O:39]=[CH:40][N:41]([CH3:42])[CH3:43].[OH2:44]>>[c:2]1([NH:19][c:20]2[c:21]3[c:25]([cH:26][cH:27][cH:28]2)[C:24](=[O:29])[CH2:23][CH2:22]3)[c:3]([C:16](=[O:17])[NH2:18])[cH:4][n:5][c:6]2[cH:7][c:8]([O:14][CH3:15])[c:9]([O:12][CH3:13])[cH:10][c:11]12. Reactants: BrC1=C2C(=CNC2=CC=C1)C=O (4-bromo-1H-indole-3-carbaldehyde), [H-].[H-].[H-].[H-].[Li+].[Al+3] (LiAlH4), [OH-].[Na+] (NaOH), O (water). Solvent: C1CCOC1 (THF). Run at temperature 0 celsius, time 1 hour. Product: BrC1=C2C(=CNC2=CC=C1)C (4-bromo-3-methyl-1H-indole). Reaction SMILES: [Br:1][C:2]1[CH:10]=[CH:9][CH:8]=[C:7]2[C:3]=1[C:4]([CH:11]=O)=[CH:5][NH:6]2.[H-].[H-].[H-].[H-].[Li+].[Al+3].[OH-].[Na+].O>C1COCC1>[Br:1][C:2]1[CH:10]=[CH:9][CH:8]=[C:7]2[C:3]=1[C:4]([CH3:11])=[CH:5][NH:6]2 |f:1.2.3.4.5.6,7.8|. Procedure details: To a solution of 4-bromo-1H-indole-3-carbaldehyde (7.5 g, 66.9 mmol) in THF (125 mL) was added LiAlH4 (40 mL, 1.0 M THF) dropwise at rt. The mixture was then heated at reflux for 2 h and was then cooled to 0° C. At that point 15% NaOH (2 mL) and water (7 mL) were added in sequence and the mixture was stirred vigorously for 1 h. At that point the suspension was filtered over Celite® and the filtrate was concentrated to provide crude 4-bromo-3-methyl-1H-indole, which was taken to the next step. A ... Starting materials: ClCCl, CCC(C)Cc1nc2cc3ccccc3cc2n1Cc1ccc(-c2ccccc2C(=O)OC(C)(C)C)cc1, O=C(O)C(F)(F)F. The product is CCC(C)Cc1nc2cc3ccccc3cc2n1Cc1ccc(-c2ccccc2C(=O)O)cc1. RXN SMILES: [CH2:46]([Cl:47])[Cl:48].[CH3:1][CH:2]([CH2:3][c:4]1[n:5][c:6]2[c:7]([n:8]1[CH2:9][c:10]1[cH:11][cH:12][c:13](-[c:16]3[c:17]([C:22](=[O:23])[O:24][C:25]([CH3:26])([CH3:27])[CH3:28])[cH:18][cH:19][cH:20][cH:21]3)[cH:14][cH:15]1)[cH:29][c:30]1[cH:31][cH:32][cH:33][cH:34][c:35]1[cH:36]2)[CH2:37][CH3:38].[OH:39][C:40]([C:41]([F:42])([F:43])[F:44])=[O:45]>>[CH3:1][CH:2]([CH2:3][c:4]1[n:5][c:6]2[c:7]([n:8]1[CH2:9][c:10]1[cH:11][cH:12][c:13](-[c:16]3[c:17]([C:22](=[O:23])[OH:24])[cH:18][cH:19][cH:20][cH:21]3)[cH:14][cH:15]1)[cH:29][c:30]1[cH:31][cH:32][cH:33][cH:34][c:35]1[cH:36]2)[CH2:37][CH3:38]. The reactants are O=[N+]([O-])c1ccc(S(=O)(=O)Cl)cc1, O=C([O-])C(F)(F)F, NCCCC(NC(=O)OCC1c2ccccc2-c2ccccc21)C(=O)O. Yields the product O=C(NC(CCCNS(=O)(=O)c1ccc([N+](=O)[O-])cc1)C(=O)O)OCC1c2ccccc2-c2ccccc21. Reaction SMILES: [N+:34](=[O:35])([O-:36])[c:37]1[cH:38][cH:39][c:40]([S:43](=[O:44])(=[O:45])[Cl:46])[cH:41][cH:42]1.[O-:27][C:28]([C:29]([F:30])([F:31])[F:32])=[O:33].[cH:1]1[cH:2][cH:3][cH:4][c:5]2[c:13]1[CH:12]([CH2:14][O:15][C:16](=[O:17])[NH:18][CH:19]([CH2:20][CH2:21][CH2:22][NH2:23])[C:24](=[O:25])[OH:26])[c:11]1[c:6]-2[cH:7][cH:8][cH:9][cH:10]1>>[cH:1]1[cH:2][cH:3][cH:4][c:5]2[c:13]1[CH:12]([CH2:14][O:15][C:16](=[O:17])[NH:18][CH:19]([CH2:20][CH2:21][CH2:22][NH:23][S:43]([c:40]1[cH:39][cH:38][c:37]([N+:34](=[O:35])[O-:36])[cH:42][cH:41]1)(=[O:44])=[O:45])[C:24](=[O:25])[OH:26])[c:11]1[c:6]-2[cH:7][cH:8][cH:9][cH:10]1. The reactants are CCCCOC(=O)c1ccc2c(c1)CCC2N(C(=O)Cc1ccc(C(C)C)cc1)C1CCC(C(C)(C)C)CC1, [Li+], Nc1nnn[nH]1, [OH-]. Product: CC(C)c1ccc(CC(=O)N(C2CCC(C(C)(C)C)CC2)C2CCc3cc(C(=O)Nc4nnn[nH]4)ccc32)cc1. RXN SMILES: [C:1]([CH3:2])([CH3:3])([CH3:4])[CH:5]1[CH2:6][CH2:7][CH:8]([N:11]([CH:12]2[CH2:13][CH2:14][c:15]3[cH:16][c:17]([C:21](=[O:22])[O:23][CH2:24][CH2:25][CH2:26][CH3:27])[cH:18][cH:19][c:20]32)[C:28]([CH2:29][c:30]2[cH:31][cH:32][c:33]([CH:36]([CH3:37])[CH3:38])[cH:34][cH:35]2)=[O:39])[CH2:9][CH2:10]1.[Li+:41].[NH2:42][c:43]1[n:44][n:45][n:46][nH:47]1.[OH-:40]>>[C:1]([CH3:2])([CH3:3])([CH3:4])[CH:5]1[CH2:6][CH2:7][CH:8]([N:11]([CH:12]2[CH2:13][CH2:14][c:15]3[cH:16][c:17]([C:21](=[O:22])[NH:42][c:43]4[n:44][n:45][n:46][nH:47]4)[cH:18][cH:19][c:20]32)[C:28]([CH2:29][c:30]2[cH:31][cH:32][c:33]([CH:36]([CH3:37])[CH3:38])[cH:34][cH:35]2)=[O:39])[CH2:9][CH2:10]1.